Dataset: the Open Reaction Database (ORD), a public repository of structured organic reaction records. Task: describe an organic reaction: reactants, conditions, products, and yield Starting materials: C(C1=CC=CC=C1)(=O)C1=CC=CC=C1 (benzophenone), COC=1C=CC2=C(C1)C(=CC=N2)[C@H]([C@@H]3C[C@@H]4CCN3C[C@@H]4C=C)O (quinine), CC(C)([O-])C.[K+] (potassium t-butoxide), Cl (hydrochloric acid), Cl (hydrochloric acid). Run in C1(=CC=CC=C1)C (toluene). Run at time 18 hour. Yields the product COC1=CC2=C(C=CN=C2C=C1)C(=O)C3CC4CCN3CC4C=C (quininone). Yield: 102.6%. Reaction SMILES: C(C1C=CC=CC=1)(=O)C1C=CC=CC=1.[CH3:15][O:16][C:17]1[CH:18]=[CH:19][C:20]2[N:26]=[CH:25][CH:24]=[C:23]([C@@H:27]([OH:38])[C@H:28]3[N:33]4[CH2:34][C@H:35]([CH:36]=[CH2:37])[C@@H:30]([CH2:31][CH2:32]4)[CH2:29]3)[C:21]=2[CH:22]=1.CC(C)([O-])C.[K+].Cl>C1(C)C=CC=CC=1>[CH3:15][O:16][C:17]1[CH:18]=[CH:19][C:20]2[C:21](=[C:23]([C:27]([CH:28]3[N:33]4[CH2:34][CH:35]([CH:36]=[CH2:37])[CH:30]([CH2:31][CH2:32]4)[CH2:29]3)=[O:38])[CH:24]=[CH:25][N:26]=2)[CH:22]=1 |f:2.3|. Reported procedure: A solution of benzophenone (1.12 kg) in toluene (4 L) was treated with quinine (1.00 kg) and potassium t-butoxide (871 g). The resulting mixture was heated to reflux for six hours, then allowed to cool to room temperature. After about 18 hours, this mixture was cooled to a temperature of about 10° C. to about 15° C. This cold mixture was treated with 2 N hydrochloric acid (4 L) at a rate such that the temperature of the mixture was less than 30° C. The resulting mixture was treated with addition... Starting materials: C(C)(C)(C)C1=CC(=C(CNS(=O)(=O)C)C=C1OC)B1OC(C(O1)(C)C)(C)C (N-[4-tert-butyl-5-methoxy-2-(4,4,5,5-tetramethyl-[1,3,2]dioxaborolan-2-yl)-benzyl]-methanesulfonamide), C(C1=CC=CC=C1)OC1=NC(=CC=C1Br)C (2-benzyloxy-3-bromo-6-methyl-pyridine), C(=O)([O-])[O-].[Na+].[Na+] (Na2CO3). The reagents and catalysts are C=1C=CC(=CC1)[P](C=2C=CC=CC2)(C=3C=CC=CC3)[Pd]([P](C=4C=CC=CC4)(C=5C=CC=CC5)C=6C=CC=CC6)([P](C=7C=CC=CC7)(C=8C=CC=CC8)C=9C=CC=CC9)[P](C=1C=CC=CC1)(C=1C=CC=CC1)C=1C=CC=CC1 (Pd(PPh3)4). Run in C(Cl)Cl (DCM), CO (MeOH), C(Cl)Cl (DCM). The product is C(C1=CC=CC=C1)OC1=NC(=CC=C1C1=C(CNS(=O)(=O)C)C=C(C(=C1)C(C)(C)C)OC)C (N-[2-(2-benzyloxy-6-methyl-pyridin-3-yl)-4-tert-butyl-5-methoxy-benzyl]-methanesulfonamide). Isolated yield 27.9%. As a reaction SMILES: [C:1]([C:5]1[C:16]([O:17][CH3:18])=[CH:15][C:8]([CH2:9][NH:10][S:11]([CH3:14])(=[O:13])=[O:12])=[C:7](B2OC(C)(C)C(C)(C)O2)[CH:6]=1)([CH3:4])([CH3:3])[CH3:2].[CH2:28]([O:35][C:36]1[C:41](Br)=[CH:40][CH:39]=[C:38]([CH3:43])[N:37]=1)[C:29]1[CH:34]=[CH:33][CH:32]=[CH:31][CH:30]=1.C([O-])([O-])=O.[Na+].[Na+]>CO.C(Cl)Cl.C1C=CC([P]([Pd]([P](C2C=CC=CC=2)(C2C=CC=CC=2)C2C=CC=CC=2)([P](C2C=CC=CC=2)(C2C=CC=CC=2)C2C=CC=CC=2)[P](C2C=CC=CC=2)(C2C=CC=CC=2)C2C=CC=CC=2)(C2C=CC=CC=2)C2C=CC=CC=2)=CC=1>[CH2:28]([O:35][C:36]1[C:41]([C:7]2[CH:6]=[C:5]([C:1]([CH3:2])([CH3:3])[CH3:4])[C:16]([O:17][CH3:18])=[CH:15][C:8]=2[CH2:9][NH:10][S:11]([CH3:14])(=[O:12])=[O:13])=[CH:40][CH:39]=[C:38]([CH3:43])[N:37]=1)[C:29]1[CH:30]=[CH:31][CH:32]=[CH:33][CH:34]=1 |f:2.3.4,^1:58,60,79,98|. Procedure: step 2—A sealed tube containing 72 (51 mg, 0.13 mmol), 2-benzyloxy-3-bromo-6-methyl-pyridine (51 mg, 0.19 mmol), Na2CO3 (40 mg, 0.38 mmol) and Pd(PPh3)4 (15 mg, 0.013 mmol) in a mixture of MeOH (3 mL) and DCM (1 mL) was irradiated in a microwave synthesizer at 125° C. for 30 min. The reaction mixture was diluted with DCM, filtered through a pad of CELITE, and the filtrate was concentrated. The crude residue was purified on a preparative SiO2 TLC plate developed with 5% MeOH/DCM to afford 17 mg (... The reactants are [OH-].[Na+] (NaOH), OC(C(=O)OC)C(C1=CC=CC=C1)(C1=CC=CC=C1)OCCC1=CC(=C(C=C1)OC)OC (methyl 2-hydroxy-3-(2-(3,4-dimethoxyphenyl)ethoxy)-3,3-diphenylpropionate), O (Water). Run in O1CCOCC1 (dioxane). Conditions: temperature 80 celsius, time 2 hour. Product: OC(C(=O)O)C(C1=CC=CC=C1)(C1=CC=CC=C1)OCCC1=CC(=C(C=C1)OC)OC (2-Hydroxy-3-(2-(3,4-dimethoxyphenyl)ethoxy)-3,3-diphenylpropionic Acid). Yield: 87.8%. As a reaction SMILES: [OH:1][CH:2]([C:7]([O:20][CH2:21][CH2:22][C:23]1[CH:28]=[CH:27][C:26]([O:29][CH3:30])=[C:25]([O:31][CH3:32])[CH:24]=1)([C:14]1[CH:19]=[CH:18][CH:17]=[CH:16][CH:15]=1)[C:8]1[CH:13]=[CH:12][CH:11]=[CH:10][CH:9]=1)[C:3]([O:5]C)=[O:4].[OH-].[Na+].O>O1CCOCC1>[OH:1][CH:2]([C:7]([O:20][CH2:21][CH2:22][C:23]1[CH:28]=[CH:27][C:26]([O:29][CH3:30])=[C:25]([O:31][CH3:32])[CH:24]=1)([C:14]1[CH:19]=[CH:18][CH:17]=[CH:16][CH:15]=1)[C:8]1[CH:9]=[CH:10][CH:11]=[CH:12][CH:13]=1)[C:3]([OH:5])=[O:4] |f:1.2|. Reported procedure: 12 g (27.5 mmol) of methyl 2-hydroxy-3-(2-(3,4-dimethoxyphenyl)ethoxy)-3,3-diphenylpropionate were dissolved in 110 ml of dioxane, and 55 ml of 1 N NaOH solution were added. The mixture was stirred at 80° C. for 2 hours. Water was added to the mixture, and the aqueous phase was extracted twice with ether. The aqueous phase was acidified with 1 N aqueous HCl and extracted with ether, the organic phase was dried over magnesium sulfate, and the solvent was distilled off. The residue was recrystalli... The reactants are CCN(C(C)C)C(C)C, CNC(=O)c1nc(-c2cc(C(=O)O)cc(C(=O)OC)c2)cnc1N, NC1CCc2ccccc21, CN(C)C=O, O. Yields the product CNC(=O)c1nc(-c2cc(C(=O)NC3CCc4ccccc43)cc(C(=O)OC)c2)cnc1N. RXN SMILES: [CH:35]([N:36]([CH:37]([CH3:38])[CH3:39])[CH2:40][CH3:41])([CH3:42])[CH3:43].[NH2:1][c:2]1[n:3][cH:4][c:5](-[c:12]2[cH:13][c:14]([C:15](=[O:16])[OH:17])[cH:18][c:19]([C:21](=[O:22])[O:23][CH3:24])[cH:20]2)[n:6][c:7]1[C:8](=[O:9])[NH:10][CH3:11].[NH2:25][CH:26]1[CH2:27][CH2:28][c:29]2[cH:30][cH:31][cH:32][cH:33][c:34]21.[O:44]=[CH:45][N:46]([CH3:47])[CH3:48].[OH2:49]>>[NH2:1][c:2]1[n:3][cH:4][c:5](-[c:12]2[cH:13][c:14]([C:15](=[O:17])[NH:25][CH:26]3[CH2:27][CH2:28][c:29]4[cH:30][cH:31][cH:32][cH:33][c:34]43)[cH:18][c:19]([C:21](=[O:22])[O:23][CH3:24])[cH:20]2)[n:6][c:7]1[C:8](=[O:9])[NH:10][CH3:11]. Starting materials: [OH-].[Na+] (sodium hydroxide), NC(C(CO)O)C (3-Aminobutane-1,2-diol), (2S,3S)-trans-3-methyloxirane 2-methyl-4-nitrobenzoate, NC(C1=CC=CC=C1)C1=CC=CC=C1 (Aminodiphenyl-methane). The reagents and catalysts are CC([O-])C.[Ti+4].CC([O-])C.CC([O-])C.CC([O-])C (titanium isopropoxide). Solvent: [Cl-].[Na+].O (brine), ClCCl (dichloromethane). The product is C(C1=CC=CC=C1)(C1=CC=CC=C1)N[C@@H]([C@H](CO)O)C ((R,R)-3-(benzhydrylamino)butane-1,2-diol). RXN SMILES: [NH2:1][CH:2]([CH3:7])[CH:3]([OH:6])[CH2:4][OH:5].N[CH:9]([C:16]1[CH:21]=[CH:20][CH:19]=[CH:18][CH:17]=1)[C:10]1[CH:15]=[CH:14][CH:13]=[CH:12][CH:11]=1.[OH-].[Na+]>ClCCl.[Cl-].[Na+].O.CC(C)[O-].[Ti+4].CC(C)[O-].CC(C)[O-].CC(C)[O-]>[CH:9]([NH:1][C@H:2]([CH3:7])[C@@H:3]([OH:6])[CH2:4][OH:5])([C:10]1[CH:15]=[CH:14][CH:13]=[CH:12][CH:11]=1)[C:16]1[CH:21]=[CH:20][CH:19]=[CH:18][CH:17]=1 |f:2.3,5.6.7,8.9.10.11.12|. Procedure details: 3-Aminobutane-1,2-diol was similarly prepared as described in Tetrahedron: Asymmetry, 1995, 6(9), 2329-2342. Briefly, to a solution of (2S,3S)-trans-3-methyloxirane-2-methyl-4-nitrobenzoate (10.0 g, 42.2 mmol) (Fluka) in dichloromethane (150 mL) under argon, was combined with titanium isopropoxide (25 mL, 84.3 mmol), and stirred for minutes at room temperature. Aminodiphenyl-methane (14.5 mL, 84.4 mmol) was added, and the reaction was stirred at room temperature overnight. A solution of 10% sodi... Starting materials: CC(C)(C)OC(=O)NC(Cc1ccccc1C(F)(F)F)C(=O)O, CCN(C(C)C)C(C)C, ClC(Cl)Cl, Cc1oc(C(=O)O)cc1-c1c(Cl)cnn1C, NC(Cc1cccc(F)c1)CN1C(=O)c2ccccc2C1=O. Yields the product Cc1oc(C(=O)NC(Cc2cccc(F)c2)CN2C(=O)c3ccccc3C2=O)cc1-c1c(Cl)cnn1C. As a reaction SMILES: [CH3:39][C:40]([O:41][C:42]([NH:43][CH:44]([C:45]([OH:46])=[O:47])[CH2:48][c:49]1[cH:50][cH:51][cH:52][cH:53][c:54]1[C:55]([F:56])([F:57])[F:58])=[O:59])([CH3:60])[CH3:61].[CH:62]([N:63]([CH2:64][CH3:65])[CH:66]([CH3:67])[CH3:68])([CH3:69])[CH3:70].[CH:71]([Cl:72])([Cl:73])[Cl:74].[Cl:1][c:2]1[cH:3][n:4][n:5]([CH3:16])[c:6]1-[c:7]1[cH:8][c:9]([C:13](=[O:14])[OH:15])[o:10][c:11]1[CH3:12].[NH2:17][CH:18]([CH2:19][N:20]1[C:21](=[O:30])[c:22]2[cH:23][cH:24][cH:25][cH:26][c:27]2[C:28]1=[O:29])[CH2:31][c:32]1[cH:33][c:34]([F:38])[cH:35][cH:36][cH:37]1>>[Cl:1][c:2]1[cH:3][n:4][n:5]([CH3:16])[c:6]1-[c:7]1[cH:8][c:9]([C:13](=[O:15])[NH:17][CH:18]([CH2:19][N:20]2[C:21](=[O:30])[c:22]3[cH:23][cH:24][cH:25][cH:26][c:27]3[C:28]2=[O:29])[CH2:31][c:32]2[cH:33][c:34]([F:38])[cH:35][cH:36][cH:37]2)[o:10][c:11]1[CH3:12]. Starting materials: Cl (hydrochloric acid), C(C)(C)(C)OC(=O)N(S(=O)(=O)C1=C(C=CC(=C1)C(=O)NN1C(CC2=CC(=CC=C12)[N+](=O)[O-])C)Cl)CC=1C=C(C(=O)OCO\N=[N+](\N(CC)CC)/[O-])C=CC1 (({[(1Z)-2,2-Diethyl-1-oxidohydrazono]amino}oxy)methyl 3-({(tert-butoxycarbonyl)[(2-chloro-5-{[(2-methyl-5-nitro-2,3-dihydro-1H-indol-1-yl)amino]carbonyl}phenyl)sulphonyl]amino}methyl)-benzoate), O (water). The solvent is O1CCOCC1 (dioxane). Conditions: temperature 70 celsius, time 2 hour. The product is ClC1=C(C=C(C=C1)C(NN1C(CC2=CC(=CC=C12)[N+](=O)[O-])C)=O)S(=O)(=O)NCC=1C=C(C(=O)OCO\N=[N+](\N(CC)CC)/[O-])C=CC1 (({[(1Z)-2,2-Diethyl-1-oxidohydrazono]amino}oxy)methyl 3-{[({2-chloro-5-[(2-methyl-5-nitro-2,3-dihydro-1H-indol-1-yl)carbamoyl]phenyl}sulphonyl)amino]methyl}benzoate). RXN SMILES: C(OC([N:8]([CH2:35][C:36]1[CH:37]=[C:38]([CH:52]=[CH:53][CH:54]=1)[C:39]([O:41][CH2:42][O:43]/[N:44]=[N+:45](\[O-:51])/[N:46]([CH2:49][CH3:50])[CH2:47][CH3:48])=[O:40])[S:9]([C:12]1[CH:17]=[C:16]([C:18]([NH:20][N:21]2[C:29]3[C:24](=[CH:25][C:26]([N+:30]([O-:32])=[O:31])=[CH:27][CH:28]=3)[CH2:23][CH:22]2[CH3:33])=[O:19])[CH:15]=[CH:14][C:13]=1[Cl:34])(=[O:11])=[O:10])=O)(C)(C)C.Cl.O>O1CCOCC1>[Cl:34][C:13]1[CH:14]=[CH:15][C:16]([C:18](=[O:19])[NH:20][N:21]2[C:29]3[C:24](=[CH:25][C:26]([N+:30]([O-:32])=[O:31])=[CH:27][CH:28]=3)[CH2:23][CH:22]2[CH3:33])=[CH:17][C:12]=1[S:9]([NH:8][CH2:35][C:36]1[CH:37]=[C:38]([CH:52]=[CH:53][CH:54]=1)[C:39]([O:41][CH2:42][O:43]/[N:44]=[N+:45](\[O-:51])/[N:46]([CH2:47][CH3:48])[CH2:49][CH3:50])=[O:40])(=[O:10])=[O:11]. Reported procedure: Dissolve the compound obtained in Step D (4.38×10−4 mol) in dioxane (25 ml). Place under stirring and then add 37% hydrochloric acid (3.5 ml) and heat at 70° C. After 2 hours, the reaction mixture is poured into water (50 ml). Extract 3 times with ethyl acetate (20 ml). The organic phase is washed with water and then with brine, dried over magnesium sulphate, filtered and concentrated using a rotary evaporator. The oily orange-coloured crude product obtained is chromatographed on a silica column... Procedure: A mixture of 4-(5-methylpyridin-2-yl)aminopiperidine (394 mg, 2 mmol), sodium hydrogencarbonate (277 mg, 3.2 mmol) and 3-cyclohexyl-3-hydroxypropyl 4-bromobenzenesulfonate (932 mg, 2.4 mmol) in 1,2-dimethoxyethane (10 mL) was refluxed for 8 hours. After then adding 5 g of NH silica Chromatorex DM1020 to the reaction mixture, it was concentrated under reduced pressure. The residue was purified by silica gel column chromatography (60 g NH silica Chromatorex DM2035, hexane:ethyl acetate=1:1) to obt... RXN SMILES: [CH3:1][C:2]1[CH:3]=[CH:4][C:5]([NH:8][CH:9]2[CH2:14][CH2:13][NH:12][CH2:11][CH2:10]2)=[N:6][CH:7]=1.C(=O)([O-])O.[Na+].BrC1C=CC(S(O[CH2:31][CH2:32][CH:33]([CH:35]2[CH2:40][CH2:39][CH2:38][CH2:37][CH2:36]2)[OH:34])(=O)=O)=CC=1>COCCOC>[CH:35]1([CH:33]([OH:34])[CH2:32][CH2:31][N:12]2[CH2:13][CH2:14][CH:9]([NH:8][C:5]3[CH:4]=[CH:3][C:2]([CH3:1])=[CH:7][N:6]=3)[CH2:10][CH2:11]2)[CH2:40][CH2:39][CH2:38][CH2:37][CH2:36]1 |f:1.2|. Run in COCCOC (1,2-dimethoxyethane). Yield: 61.1%. Yields the product C1(CCCCC1)C(CCN1CCC(CC1)NC1=NC=C(C=C1)C)O (1-(3-Cyclohexyl-3-hydroxypropyl)-4-(5-methylpyridin-2-yl)aminopiperidine). Reactants: CC=1C=CC(=NC1)NC1CCNCC1 (4-(5-methylpyridin-2-yl)aminopiperidine), C(O)([O-])=O.[Na+] (sodium hydrogencarbonate), BrC1=CC=C(C=C1)S(=O)(=O)OCCC(O)C1CCCCC1 (3-cyclohexyl-3-hydroxypropyl 4-bromobenzenesulfonate). The reactants are FC1=C(C=CC(=C1)C1NCCC1)C=1OC2=C(N1)C=CC=C2C(=O)O (2-(2-Fluoro-4-(pyrrolidin-2-yl)phenyl)benzo[d]oxazole-7-carboxylic acid), CO (methanol), S(=O)(Cl)Cl (thionyl chloride). Reaction conditions: temperature 70 celsius. The product is FC1=C(C=CC(=C1)C1NCCC1)C=1OC2=C(N1)C=CC=C2C(=O)OC (methyl 2-(2-fluoro-4-(pyrrolidin-2-yl)phenyl)benzo[d]oxazole-7-carboxylate). Isolated yield 38.0%. As a reaction SMILES: [F:1][C:2]1[CH:7]=[C:6]([CH:8]2[CH2:12][CH2:11][CH2:10][NH:9]2)[CH:5]=[CH:4][C:3]=1[C:13]1[O:14][C:15]2[C:21]([C:22]([OH:24])=[O:23])=[CH:20][CH:19]=[CH:18][C:16]=2[N:17]=1.S(Cl)(Cl)=O.[CH3:29]O>>[F:1][C:2]1[CH:7]=[C:6]([CH:8]2[CH2:12][CH2:11][CH2:10][NH:9]2)[CH:5]=[CH:4][C:3]=1[C:13]1[O:14][C:15]2[C:21]([C:22]([O:24][CH3:29])=[O:23])=[CH:20][CH:19]=[CH:18][C:16]=2[N:17]=1. Procedure: 2-(2-Fluoro-4-(pyrrolidin-2-yl)phenyl)benzo[d]oxazole-7-carboxylic acid (500 mg, 1.53 mmol) was dissolved in methanol (20 mL) at −5° C.-0° C., thionyl chloride (0.2 mL, 2.40 mmol) was added dropwise. The mixture was heated at 70° C. for 3 h., then evaporated and the residue was adjusted to pH=9 by NaHCO3, and extracted with ethyl acetate. The organic layer was separated and washed with brine, dried over anhydrous sodium sulfate and evaporated to give methyl 2-(2-fluoro-4-(pyrrolidin-2-yl)phenyl)...